From a dataset of the Open Reaction Database (ORD), a public repository of structured organic reaction records. describe an organic reaction: reactants, conditions, products, and yield Reactants: C1CCOC1, Clc1ccc2c(c1)C1(c3ccccc3)NCC(N2)S1, OCCS. Product: OCCSC1CN=C(c2ccccc2)c2cc(Cl)ccc2N1. As a reaction SMILES: [CH2:24]1[O:25][CH2:26][CH2:27][CH2:28]1.[Cl:1][c:2]1[cH:3][cH:4][c:5]2[c:6]([cH:19]1)[C:7]1([c:13]3[cH:14][cH:15][cH:16][cH:17][cH:18]3)[NH:8][CH2:9][CH:10]([NH:11]2)[S:12]1.[SH:20][CH2:21][CH2:22][OH:23]>>[Cl:1][c:2]1[cH:3][cH:4][c:5]2[c:6]([cH:19]1)[C:7]([c:13]1[cH:14][cH:15][cH:16][cH:17][cH:18]1)=[N:8][CH2:9][CH:10]([S:12][CH2:21][CH2:22][OH:23])[NH:11]2.